This data is from the Open Reaction Database (ORD), a public repository of structured organic reaction records. The task is: describe an organic reaction: reactants, conditions, products, and yield Reactants: C1OC2=CC(=C(C=O)C=C2O1)[N+](=O)[O-] (4,5-methylenedioxy-2-nitrobenzaldehyde), O=[Cr]([O-])(O[Cr](=O)([O-])=O)=O.[NH+]1=CC=CC=C1.[NH+]2=CC=CC=C2 (Cornforth reagent). Yields the product NC1=C(C(=O)N)C=C2C(=C1)OCO2 (2-Amino4,5-methylenedioxybenzamide). RXN SMILES: [CH2:1]1[O:11][C:10]2[C:3](=[CH:4][C:5]([N+:12]([O-])=O)=[C:6]([CH:9]=2)[CH:7]=[O:8])[O:2]1.O=[Cr](=O)(O[Cr](=O)([O-])=O)[O-].[NH+:24]1C=CC=CC=1.[NH+]1C=CC=CC=1>>[NH2:12][C:5]1[CH:4]=[C:3]2[O:2][CH2:1][O:11][C:10]2=[CH:9][C:6]=1[C:7]([NH2:24])=[O:8] |f:1.2.3|. Procedure: The mixture of 4,5-methylenedioxy-2-nitrobenzaldehyde (12) (1.0 g, 5.1 mmol) and Cornforth reagent (CrO3-pyridine-water) (40 ml) was stirred under reflux for 4 h, and then evaporated. The solid was dissolved in water, and acidified with 10% HCl. The acidified solution was extracted with EtOAc, and dried over MgSO4. After evaporation, the solid was treated as described for the preparation of 10 to afford 16 (0.7 g) as brown powder; MS m/z 180 (M+). The reactants are Cl.N1(N=CN=C1)CC(=O)O (2-(1H-1,2,4-triazol-1-yl)acetic acid hydrochloride), FC1=CC=C(OC2=CC=C(C=C2)NC(=O)[C@H]2NC[C@@H](C2)CC2=CSC=C2)C=C1 ((2S,4R)—N-(4-(4-fluorophenoxy)phenyl)-4-(thien-3-ylmethyl)pyrrolidine-2-carboxamide). Product: Compound 72, N1(N=CN=C1)CC(=O)N1[C@@H](C[C@H](C1)CC1=CSC=C1)C(=O)NC1=CC=C(C=C1)OC1=CC=C(C=C1)F ((2S,4R)-1-(2-(1H-1,2,4-triazol-1-yl)acetyl)-N-(4-(4-fluorophenoxy)phenyl)-4-(thiophen-3-ylmethyl)pyrrolidine-2-carboxamide). Isolated yield 35.0%. As a reaction SMILES: Cl.[N:2]1([CH2:7][C:8]([OH:10])=O)[CH:6]=[N:5][CH:4]=[N:3]1.[F:11][C:12]1[CH:38]=[CH:37][C:15]([O:16][C:17]2[CH:22]=[CH:21][C:20]([NH:23][C:24]([C@@H:26]3[CH2:30][C@@H:29]([CH2:31][C:32]4[CH:36]=[CH:35][S:34][CH:33]=4)[CH2:28][NH:27]3)=[O:25])=[CH:19][CH:18]=2)=[CH:14][CH:13]=1>>[N:2]1([CH2:7][C:8]([N:27]2[CH2:28][C@H:29]([CH2:31][C:32]3[CH:36]=[CH:35][S:34][CH:33]=3)[CH2:30][C@H:26]2[C:24]([NH:23][C:20]2[CH:21]=[CH:22][C:17]([O:16][C:15]3[CH:14]=[CH:13][C:12]([F:11])=[CH:38][CH:37]=3)=[CH:18][CH:19]=2)=[O:25])=[O:10])[CH:6]=[N:5][CH:4]=[N:3]1 |f:0.1|. Procedure: Proceeding as in Example 1, but substituting 2-(1H-1,2,4-triazol-1-yl)acetic acid hydrochloride and (2S,4R)—N-(4-(4-fluorophenoxy)phenyl)-4-(thien-3-ylmethyl)pyrrolidine-2-carboxamide, gave Compound 72, (2S,4R)-1-(2-(1H-1,2,4-triazol-1-yl)acetyl)-N-(4-(4-fluorophenoxy)phenyl)-4-(thiophen-3-ylmethyl)pyrrolidine-2-carboxamide (172 mg, 35%). 1H-NMR (400 MHz, CDCl3): δ 9.03 (s, 1H), 8.24 (s, 1H), 7.99 (s, 1H), 7.42 (d, 2H), 7.32-7.30 (m, 1H), 7.03-6.90 (m, 8H), 5.05 (d, 1H), 4.97 (d, 1H), 4.81 (d, 1... Reactants: FC1=C(C=CC(=C1)F)C(CC=1N=NNC1)(O)C(=CC1=CC=C(C=C1)F)C (2-(2,4-difluorophenyl)-2-[1-methyl-2-(4-fluorophenyl)-ethenyl]-1-triazolyl-2-ethanol). The reagents and catalysts are [Pd].[C] (Pd carbon). Run in C(C)(=O)O (acetic acid), C(C)(=O)O (acetic acid). Product: FC1=C(C=CC(=C1)F)C(CC=1N=NNC1)(C(CC1=CC=C(C=C1)F)C)O (2-(2,4-difluorophenyl)-1-triazolyl-3-methyl-4-(4-fluorophenyl)-2-butanol). The yield is 48.0%. Reaction SMILES: [F:1][C:2]1[CH:7]=[C:6]([F:8])[CH:5]=[CH:4][C:3]=1[C:9]([C:17]([CH3:26])=[CH:18][C:19]1[CH:24]=[CH:23][C:22]([F:25])=[CH:21][CH:20]=1)([OH:16])[CH2:10][C:11]1[N:12]=[N:13][NH:14][CH:15]=1>C(O)(=O)C.[Pd].[C]>[F:1][C:2]1[CH:7]=[C:6]([F:8])[CH:5]=[CH:4][C:3]=1[C:9]([OH:16])([CH:17]([CH3:26])[CH2:18][C:19]1[CH:20]=[CH:21][C:22]([F:25])=[CH:23][CH:24]=1)[CH2:10][C:11]1[N:12]=[N:13][NH:14][CH:15]=1 |f:2.3|. Procedure: A 0.3 g portion of 2-(2,4-difluorophenyl)-2-[1-methyl-2-(4-fluorophenyl)-ethenyl]-1-triazolyl-2-ethanol was dissolved in 20 ml of acetic acid and subjected to 4 hours of hydrogenation under normal pressure in the presence of 0.02 g 10% Pd-carbon. After completion of the reaction, acetic acid was removed by evaporation under a reduced pressure, and the thus obtained residue was poured into water, neutralized with sodium bicarbonate and then extracted with ethyl acetate. The resulting organic laye... Starting materials: CI, CS(=O)(=O)c1ccc2cc[nH]c2c1, [H-], [H][H], [Na+]. Product: Cn1ccc2ccc(S(C)(=O)=O)cc21. RXN SMILES: [CH3:18][I:19].[CH3:3][S:4](=[O:5])(=[O:6])[c:7]1[cH:8][cH:9][c:10]2[cH:11][cH:12][nH:13][c:14]2[cH:15]1.[H-:1].[H:16][H:17].[Na+:2]>>[CH3:3][S:4](=[O:5])(=[O:6])[c:7]1[cH:8][cH:9][c:10]2[cH:11][cH:12][n:13]([CH3:18])[c:14]2[cH:15]1.